From a dataset of the Open Reaction Database (ORD), a public repository of structured organic reaction records. describe an organic reaction: reactants, conditions, products, and yield Product: O=C(CCc1c(-c2ccc(Cl)cc2)[nH]c2ccc(Cl)cc12)N1CCN(Cc2cc(C(F)(F)F)cc(C(F)(F)F)c2)CC1. Starting materials: FC(F)(F)c1cc(CBr)cc(C(F)(F)F)c1, O=C([O-])[O-], CO, CC(C)=O, CCOC(C)=O, O=C(CCc1c(-c2ccc(Cl)cc2)[nH]c2ccc(Cl)cc12)N1CCNCC1, [K+], [K+]. Reaction SMILES: [Br:1][CH2:2][c:3]1[cH:4][c:5]([C:13]([F:14])([F:15])[F:16])[cH:6][c:7]([C:9]([F:10])([F:11])[F:12])[cH:8]1.[C:44](=[O:45])([O-:46])[O-:47].[CH3:50][OH:51].[CH3:52][C:53](=[O:54])[CH3:55].[CH3:56][CH2:57][O:58][C:59](=[O:60])[CH3:61].[Cl:17][c:18]1[cH:19][c:20]2[c:21]([CH2:34][CH2:35][C:36](=[O:37])[N:38]3[CH2:39][CH2:40][NH:41][CH2:42][CH2:43]3)[c:22](-[c:27]3[cH:28][cH:29][c:30]([Cl:33])[cH:31][cH:32]3)[nH:23][c:24]2[cH:25][cH:26]1.[K+:48].[K+:49]>>[CH2:2]([c:3]1[cH:4][c:5]([C:13]([F:14])([F:15])[F:16])[cH:6][c:7]([C:9]([F:10])([F:11])[F:12])[cH:8]1)[N:41]1[CH2:40][CH2:39][N:38]([C:36]([CH2:35][CH2:34][c:21]2[c:20]3[cH:19][c:18]([Cl:17])[cH:26][cH:25][c:24]3[nH:23][c:22]2-[c:27]2[cH:28][cH:29][c:30]([Cl:33])[cH:31][cH:32]2)=[O:37])[CH2:43][CH2:42]1. The reactants are ClC1=CC=C(C=C1)NC(C#C)=O (propynoic acid-(4-chlorophenyl)amide), IC1=CC=C(C=C1)CCN1CCCC1 (1-[2-(4-iodophenyl)ethyl]pyrrolidine). The product is ClC1=CC=C(C=C1)NC(C#CC1=CC=C(C=C1)CCN1CCCC1)=O (3-[4-(2-pyrrolidin-1-ylethyl)phenyl]propynoic acid-4-chlorophenylamide). RXN SMILES: [Cl:1][C:2]1[CH:7]=[CH:6][C:5]([NH:8][C:9](=[O:12])[C:10]#[CH:11])=[CH:4][CH:3]=1.I[C:14]1[CH:19]=[CH:18][C:17]([CH2:20][CH2:21][N:22]2[CH2:26][CH2:25][CH2:24][CH2:23]2)=[CH:16][CH:15]=1>>[Cl:1][C:2]1[CH:3]=[CH:4][C:5]([NH:8][C:9](=[O:12])[C:10]#[C:11][C:14]2[CH:15]=[CH:16][C:17]([CH2:20][CH2:21][N:22]3[CH2:26][CH2:25][CH2:24][CH2:23]3)=[CH:18][CH:19]=2)=[CH:6][CH:7]=1. Procedure details: Prepared analogously to Example 2.1.e. from propynoic acid-(4-chlorophenyl)amide and 1-[2-(4-iodophenyl)ethyl]pyrrolidine. Yield: 80 mg (34.1% of theory); melting point: 153° C.-154° C.; C21H21ClN2O (M=352.86); calc.: molecular ion peak (M+H)+: 353/355; found: molecular ion peak (M+H)+: 353/355. Starting materials: COC=1C=C(C=CC1OC)O (3,4-dimethoxyphenol), ClCC(CCC=1C=NC=CC1)O ((±)-α-(chloromethyl)-3-pyridinepropanol), [OH-].[Na+] (sodium hydroxide). Solvent: C(C)O (ethanol), O (water). Product: COC=1C=C(OCC(CCC=2C=NC=CC2)O)C=CC1OC ((±)-1-(3,4-Dimethoxyphenoxy)-4-(3-pyridyl)-2-butanol). Isolated yield 6.6%. RXN SMILES: [CH3:1][O:2][C:3]1[CH:4]=[C:5]([OH:11])[CH:6]=[CH:7][C:8]=1[O:9][CH3:10].Cl[CH2:13][CH:14]([OH:23])[CH2:15][CH2:16][C:17]1[CH:18]=[N:19][CH:20]=[CH:21][CH:22]=1.[OH-].[Na+]>C(O)C.O>[CH3:1][O:2][C:3]1[CH:4]=[C:5]([CH:6]=[CH:7][C:8]=1[O:9][CH3:10])[O:11][CH2:13][CH:14]([OH:23])[CH2:15][CH2:16][C:17]1[CH:18]=[N:19][CH:20]=[CH:21][CH:22]=1 |f:2.3|. Procedure: Prepared according to the method described in Example 24b) from 3,4-dimethoxyphenol (0.77 g), (±)-α-(chloromethyl)-3-pyridinepropanol (1.0 g) and sodium hydroxide (0.2 g) in ethanol (45 ml) and water (5 ml) with heating at reflux for 1 hour. After work up the residue was purified by column chromatography over silica eluting with hexane:acetone (2:1) to give the title compound as a colourless oil (0.10 g).